This data is from the Open Reaction Database (ORD), a public repository of structured organic reaction records. The task is: describe an organic reaction: reactants, conditions, products, and yield The reactants are C1(CCCCC1)N=C=NC1CCCCC1 (DCC), C(C(=C)C)(=O)O (methacrylic acid), OCCOC1=CC=C(C=C1)/C=C/C(=O)OC (methyl (E)-3-[4-[2-hydroxyethoxy]-phenyl]-acrylate), C1(CCCCC1)N=C=NC1CCCCC1 (N,N′-dicyclohexylcarbodiimide), C(C(=C)C)(=O)O (methacrylic acid). The reagents and catalysts are CN(C1=CC=NC=C1)C (4-dimethylamino-pyridine). Solvent: O1CCCC1 (THF), O1CCCC1 (tetrahydrofuran). Conditions: time 8 hour. The product is CC(C(=O)OCCOC1=CC=C(C=C1)\C=C\C(=O)OC)=C (2-[4-[(E)-2-Methoxycarbonyl-vinyl]-phenoxy]-ethyl 2-methyl-acrylate). RXN SMILES: [C:1]([OH:6])(=[O:5])[C:2]([CH3:4])=[CH2:3].O[CH2:8][CH2:9][O:10][C:11]1[CH:16]=[CH:15][C:14](/[CH:17]=[CH:18]/[C:19]([O:21][CH3:22])=[O:20])=[CH:13][CH:12]=1.C1(N=C=NC2CCCCC2)CCCCC1>O1CCCC1.CN(C)C1C=CN=CC=1>[CH3:3][C:2](=[CH2:4])[C:1]([O:6][CH2:8][CH2:9][O:10][C:11]1[CH:16]=[CH:15][C:14](/[CH:17]=[CH:18]/[C:19]([O:21][CH3:22])=[O:20])=[CH:13][CH:12]=1)=[O:5]. Procedure: 2.56 g (30 mmol) of methacrylic acid in 10 ml of THF were slowly added dropwise to a solution of 6 g (27 mmol) of methyl (E)-3-[4-[2-hydroxyethoxy]-phenyl]-acrylate, 5.85 g (28.3 mmol) of N,N′-dicyclohexylcarbodiimide (DCC) and 0.37 g (3 mmol) of 4-dimethylamino-pyridine in 80 ml of tetrahydrofuran (THF). The batch was stirred at room temperature overnight. In order to complete the reaction there were added firstly a further 1.46 g (7.1 mmol) of DCC and, after stirring for one hour, a further 0.... Starting materials: COC=1C=C(C=CC1OC)C=CC(=O)C1=CC=C(C=C1)OCC(CN1CCN(CC1)C1=CC=CC=C1)O (3,4-Dimethoxy-4′-[2-hydroxy-3-(4-phenylpiperazin-1-yl)-propoxy]-chalcone). The solvent is CO (methanol). The product is OC(COC1=CC=C(C(C=CC2=CC3=C(C=C2)OCO3)=O)C=C1)CN1CCN(CC1)C1=CC=CC=C1 (4′-[2-Hydroxy-3-(4-phenylpiperazin-1-yl)-propoxy]-3,4-methylenedioxy-chalcone), O1C(COC2=CC=C(C(C=CC3=CC4=C(C=C3)OCO4)=O)C=C2)C1 (4′-(2,3-Epoxy-propoxy)-3,4-methylenedioxy-chalcone), C1(=CC=CC=C1)N1CCNCC1 (1-phenyl piperazine). As a reaction SMILES: [CH3:1][O:2][C:3]1[CH:4]=[C:5]([CH:11]=[CH:12][C:13]([C:15]2[CH:20]=[CH:19][C:18]([O:21][CH2:22][CH:23]([OH:37])[CH2:24][N:25]3[CH2:30][CH2:29][N:28]([C:31]4[CH:36]=[CH:35][CH:34]=[CH:33][CH:32]=4)[CH2:27][CH2:26]3)=[CH:17][CH:16]=2)=[O:14])[CH:6]=[CH:7][C:8]=1[O:9][CH3:10]>CO>[OH:37][CH:23]([CH2:24][N:25]1[CH2:30][CH2:29][N:28]([C:31]2[CH:36]=[CH:35][CH:34]=[CH:33][CH:32]=2)[CH2:27][CH2:26]1)[CH2:22][O:21][C:18]1[CH:19]=[CH:20][C:15]([C:13](=[O:14])[CH:12]=[CH:11][C:5]2[CH:6]=[CH:7][C:8]3[O:9][CH2:10][O:2][C:3]=3[CH:4]=2)=[CH:16][CH:17]=1.[O:37]1[CH2:24][CH:23]1[CH2:22][O:21][C:18]1[CH:19]=[CH:20][C:15]([C:13](=[O:14])[CH:12]=[CH:11][C:5]2[CH:6]=[CH:7][C:8]3[O:9][CH2:1][O:2][C:3]=3[CH:4]=2)=[CH:16][CH:17]=1.[C:31]1([N:28]2[CH2:29][CH2:30][NH:25][CH2:26][CH2:27]2)[CH:36]=[CH:35][CH:34]=[CH:33][CH:32]=1. Procedure: In a similar manner to the preparation of 18, compound 33 was obtained from 4′-(2,3-epoxy-propoxy)-3,4-methylenedioxy-chalcone, 17 (500 mg, 1.5 mmol) and 1-phenyl piperazine (0.23 mL, 1.5 mmol) in dry methanol (60 mL). Yield 540 mg (72%); mp 153-154° C.; MS (FAB) 487 (M++1); IR (KBr) 3396, 1651; 1H NMR (200 MHz, CDCl3) δ 8.02 (d, J=8.8 Hz, 2H), 7.71 (d, J=15.5 Hz, 1H), 7.38 (d, J=15.5 Hz, 1H), 7.27 (t, J=7.9 Hz, 2H), 7.16 (s, 1H), 7.12 (d, J=8.0 Hz, 1H), 7.01 (d, J=8.8 Hz, 2H), 6.97 (d, J=7.2 Hz... As a reaction SMILES: [CH3:25][CH2:26][OH:27].[CH:28]([Cl:29])([Cl:30])[Cl:31].[Cl:32][CH2:33][Cl:34].[N:12]1=[C:13]([SH:24])[c:14]2[c:15]3[c:16]([cH:17][cH:18][cH:19][c:20]31)[cH:21][cH:22][cH:23]2.[n:1]1[cH:2][cH:3][c:4]([CH:7]([CH2:8][CH2:9][NH2:10])[CH3:11])[cH:5][cH:6]1>>[n:1]1[cH:2][cH:3][c:4]([CH:7]([CH2:8][CH2:9][NH:10][C:13]2=[N:12][c:20]3[c:15]4[c:14]2[cH:23][cH:22][cH:21][c:16]4[cH:17][cH:18][cH:19]3)[CH3:11])[cH:5][cH:6]1. Starting materials: CCO, ClC(Cl)Cl, ClCCl, SC1=Nc2cccc3cccc1c23, CC(CCN)c1ccncc1. Yields the product CC(CCNC1=Nc2cccc3cccc1c23)c1ccncc1. Reactants: C1(CC1)N1C(=NC(=C1C(=O)N1CCC(CC1)N1CCCC1)I)C1=CC(=CC=C1)C(F)(F)F ([3-cyclopropyl-5-iodo-2-(3-trifluoromethyl-phenyl)-3H-imidazol-4-yl]-(4-pyrrolidin-1-yl-piperidin-1-yl)-methanone), N1=CN=CC(=C1)B(O)O (pyrimidine-5-yl-boronic acid). The product is C1(CC1)N1C(=NC(=C1C(=O)N1CCC(CC1)N1CCCC1)C=1C=NC=NC1)C1=CC(=CC=C1)C(F)(F)F ([3-Cyclopropyl-5-pyrimidin-5-yl-2-(3-trifluoromethyl-phenyl)-3H-imidazol-4-yl]-(4-pyrrolidin-1-yl-piperidin-1-yl)-methanone). Reaction SMILES: [CH:1]1([N:4]2[C:8]([C:9]([N:11]3[CH2:16][CH2:15][CH:14]([N:17]4[CH2:21][CH2:20][CH2:19][CH2:18]4)[CH2:13][CH2:12]3)=[O:10])=[C:7](I)[N:6]=[C:5]2[C:23]2[CH:28]=[CH:27][CH:26]=[C:25]([C:29]([F:32])([F:31])[F:30])[CH:24]=2)[CH2:3][CH2:2]1.[N:33]1[CH:38]=[C:37](B(O)O)[CH:36]=[N:35][CH:34]=1>>[CH:1]1([N:4]2[C:8]([C:9]([N:11]3[CH2:16][CH2:15][CH:14]([N:17]4[CH2:21][CH2:20][CH2:19][CH2:18]4)[CH2:13][CH2:12]3)=[O:10])=[C:7]([C:37]3[CH:38]=[N:33][CH:34]=[N:35][CH:36]=3)[N:6]=[C:5]2[C:23]2[CH:28]=[CH:27][CH:26]=[C:25]([C:29]([F:32])([F:31])[F:30])[CH:24]=2)[CH2:3][CH2:2]1. Procedure: In analogy to the procedure described for example 7, [3-cyclopropyl-5-iodo-2-(3-trifluoromethyl-phenyl)-3H-imidazol-4-yl]-(4-pyrrolidin-1-yl-piperidin-1-yl)-methanone (example 63) was reacted with pyrimidine-5-yl-boronic acid to give the title compound as yellow amorphous solid. MS: 511.2 (MH+). Reactants: C1N(CC[C@@]12CNCC2)C2=CC=C(C=C2)N2C(C1=CC=C(C=C1C=C2)O)=O (2-[(S)-4-(2,7-diaza-spiro[4.4]non-2-yl)-phenyl]-6-hydroxy-2H-isoquinolin-1-one), CC1(OC1)C (2,2-dimethyl-oxirane). Yields the product OC=1C=C2C=CN(C(C2=CC1)=O)C1=CC=C(C=C1)N1C[C@@]2(CC1)CN(CC2)CC(C)(C)O (6-Hydroxy-2-{4-[(S)-7-(2-hydroxy-2-methyl-propyl)-2,7-diaza-spiro[4.4]non-2-yl]-phenyl}-2H-isoquinolin-1-one). RXN SMILES: [CH2:1]1[C@@:5]2([CH2:9][CH2:8][NH:7][CH2:6]2)[CH2:4][CH2:3][N:2]1[C:10]1[CH:15]=[CH:14][C:13]([N:16]2[CH:25]=[CH:24][C:23]3[C:18](=[CH:19][CH:20]=[C:21]([OH:26])[CH:22]=3)[C:17]2=[O:27])=[CH:12][CH:11]=1.[CH3:28][C:29]1([CH3:32])[CH2:31][O:30]1>>[OH:26][C:21]1[CH:22]=[C:23]2[C:18](=[CH:19][CH:20]=1)[C:17](=[O:27])[N:16]([C:13]1[CH:14]=[CH:15][C:10]([N:2]3[CH2:3][CH2:4][C@:5]4([CH2:9][CH2:8][N:7]([CH2:28][C:29]([OH:30])([CH3:32])[CH3:31])[CH2:6]4)[CH2:1]3)=[CH:11][CH:12]=1)[CH:25]=[CH:24]2. Procedure: According to Method U, 2-[(S)-4-(2,7-diaza-spiro[4.4]non-2-yl)-phenyl]-6-hydroxy-2H-isoquinolin-1-one was reacted with 2,2-dimethyl-oxirane. In this way the product was obtained with molecular weight 433.56 (C26H31N3O3); MS (ESI): 434 (M+H+).